From a dataset of the Open Reaction Database (ORD), a public repository of structured organic reaction records. describe an organic reaction: reactants, conditions, products, and yield Reactants: C(C#CC)N1C(=NC=2N=C(NC(C12)=O)Cl)N1CCN(CC1)C(=O)OC(C)(C)C (t-butyl 4-[7-(2-butynyl)-2-chloro-6-oxo-6,7-dihydro-1H-purin-8-yl]piperazine-1-carboxylate), FC(C(=O)O)(F)F (trifluoroacetic acid). Product: FC(C(=O)O)(F)F.C(C#CC)N1C(=NC=2N=C(NC(C12)=O)Cl)N1CCNCC1 (7-(2-Butynyl)-2-chloro-8-(piperazin-1-yl)-1,7-dihydropurin-6-one trifluoroacetate). Reaction SMILES: [CH2:1]([N:5]1[C:13]2[C:12](=[O:14])[NH:11][C:10]([Cl:15])=[N:9][C:8]=2[N:7]=[C:6]1[N:16]1[CH2:21][CH2:20][N:19](C(OC(C)(C)C)=O)[CH2:18][CH2:17]1)[C:2]#[C:3][CH3:4].[F:29][C:30]([F:35])([F:34])[C:31]([OH:33])=[O:32]>>[F:29][C:30]([F:35])([F:34])[C:31]([OH:33])=[O:32].[CH2:1]([N:5]1[C:13]2[C:12](=[O:14])[NH:11][C:10]([Cl:15])=[N:9][C:8]=2[N:7]=[C:6]1[N:16]1[CH2:21][CH2:20][NH:19][CH2:18][CH2:17]1)[C:2]#[C:3][CH3:4] |f:2.3|. Reported procedure: 8 mg of t-butyl 4-[7-(2-butynyl)-2-chloro-6-oxo-6,7-dihydro-1H-purin-8-yl]piperazine-1-carboxylate was dissolved in trifluoroacetic acid, and the solution was concentrated. The residue was purified by reverse-phase high performance liquid chromatography (using an acetonitrile-water mobile phase (containing 0.1% trifluoroacetic acid)) to give 3.45 mg of the title compound.